This data is from the Open Reaction Database (ORD), a public repository of structured organic reaction records. The task is: describe an organic reaction: reactants, conditions, products, and yield Reactants: CCN1/C(=N/N=C/2\SC3=C(N2CC)C=CC(=C3)S(=O)(=O)[O-])/SC4=C1C=CC(=C4)S(=O)(=O)[O-].[NH4+].[NH4+] (ABTS), OO (H2O2). Product: CCN1/C(=N/N=C/2\SC3=C(N2CC)C=CC(=C3)S(=O)(=O)[O-])/SC4=C1C=CC(=C4)S(=O)(=O)[O-].[NH4+].[NH4+].OO (ABTS H2O2). Reaction SMILES: [CH3:1][CH2:2][N:3]1[C:24]2[CH:25]=[CH:26][C:27]([S:29]([O-:32])(=[O:31])=[O:30])=[CH:28][C:23]=2[S:22]/[C:4]/1=[N:5]\[N:6]=[C:7]1/[S:8][C:9]2[CH:17]=[C:16]([S:18]([O-:21])(=[O:20])=[O:19])[CH:15]=[CH:14][C:10]=2[N:11]/1[CH2:12][CH3:13].[NH4+:33].[NH4+].[OH:35][OH:36]>>[CH3:1][CH2:2][N:3]1[C:24]2[CH:25]=[CH:26][C:27]([S:29]([O-:32])(=[O:31])=[O:30])=[CH:28][C:23]=2[S:22]/[C:4]/1=[N:5]\[N:6]=[C:7]1/[S:8][C:9]2[CH:17]=[C:16]([S:18]([O-:21])(=[O:20])=[O:19])[CH:15]=[CH:14][C:10]=2[N:11]/1[CH2:12][CH3:13].[NH4+:33].[NH4+:3].[OH:35][OH:36] |f:0.1.2,4.5.6.7|. Procedure: Mix 15 ml ABTS solution and 2.0 μl H2O2. Prepare 5 minutes before use. The reactants are C1CCOC1, Nc1cc(Cl)ncn1, O=C=Nc1ccccc1Cl. The product is O=C(Nc1cc(Cl)ncn1)Nc1ccccc1Cl. Reaction SMILES: [CH2:19]1[O:20][CH2:21][CH2:22][CH2:23]1.[Cl:1][c:2]1[cH:3][c:4]([NH2:8])[n:5][cH:6][n:7]1.[Cl:9][c:10]1[c:11]([N:16]=[C:17]=[O:18])[cH:12][cH:13][cH:14][cH:15]1>>[Cl:1][c:2]1[cH:3][c:4]([NH:8][C:17]([NH:16][c:11]2[c:10]([Cl:9])[cH:15][cH:14][cH:13][cH:12]2)=[O:18])[n:5][cH:6][n:7]1. Starting materials: O=C(Nc1cccc(Br)c1)c1ccc(Sc2cccc(O)c2)c([N+](=O)[O-])c1, CCO, [Cl-], [Fe], [NH4+], C1CCOC1, O. Yields the product Nc1cc(C(=O)Nc2cccc(Br)c2)ccc1Sc1cccc(O)c1. Reaction SMILES: [Br:1][c:2]1[cH:3][c:4]([NH:8][C:9]([c:10]2[cH:11][c:12]([N+:24]([O-:25])=[O:26])[c:13]([S:16][c:17]3[cH:18][c:19]([OH:23])[cH:20][cH:21][cH:22]3)[cH:14][cH:15]2)=[O:27])[cH:5][cH:6][cH:7]1.[CH3:36][CH2:37][OH:38].[Cl-:28].[Fe:39].[NH4+:29].[O:30]1[CH2:31][CH2:32][CH2:33][CH2:34]1.[OH2:35]>>[Br:1][c:2]1[cH:3][c:4]([NH:8][C:9]([c:10]2[cH:11][c:12]([NH2:24])[c:13]([S:16][c:17]3[cH:18][c:19]([OH:23])[cH:20][cH:21][cH:22]3)[cH:14][cH:15]2)=[O:27])[cH:5][cH:6][cH:7]1.